From a dataset of the Open Reaction Database (ORD), a public repository of structured organic reaction records. describe an organic reaction: reactants, conditions, products, and yield Reactants: S1C(NC(C1)=O)=O (2,4-thiazolidinedione), ClC1=CC=C(C=O)C=C1 (4-chlorobenzaldehyde), N1CCCCC1 (piperidine). The solvent is C(C)O (ethanol). The product is ClC1=CC=C(C=C2C(NC(S2)=O)=O)C=C1 (5-(4-chlorobenzylidene)-2,4-thiazolidinedione). Yield: 43.3%. As a reaction SMILES: [S:1]1[CH2:5][C:4](=[O:6])[NH:3][C:2]1=[O:7].[Cl:8][C:9]1[CH:16]=[CH:15][C:12]([CH:13]=O)=[CH:11][CH:10]=1.N1CCCCC1>C(O)C>[Cl:8][C:9]1[CH:16]=[CH:15][C:12]([CH:13]=[C:5]2[S:1][C:2](=[O:7])[NH:3][C:4]2=[O:6])=[CH:11][CH:10]=1. Procedure: To a solution of 20 g (171 mmol) of 2,4-thiazolidinedione and 17.4 ml (171 mmol) of 4-chlorobenzaldehyde in 350 ml of ethanol, 1.68 ml (17.1 mmol) of piperidine was added, and the mixture was heated under reflux for 5 hours. After cooling, the precipitated crystals were filtered and washed with cooled ethanol to give 17.75 g of the desired compound (43.4% yield, pale yellow crystals).